From a dataset of the Open Reaction Database (ORD), a public repository of structured organic reaction records. describe an organic reaction: reactants, conditions, products, and yield Starting materials: N([C@@H](CCC(N)=O)C(=O)N[C@@H](CC1=CNC=N1)C(=O)N1[C@H](C(=O)N)CCCC1)C(=O)OCC1=CC=CC=C1 (Z-Gln-His-HPro-NH2). The reagents and catalysts are [Pd] (palladium-on-carbon). Run in C(C)(=O)O (acetic acid). Product: N1[C@@H](CCC1=O)C(=O)N[C@@H](CC1=CNC=N1)C(=O)N1[C@H](C(=O)N)CCCC1 (Glp-His-HPro-NH2). Yield: 41.0%. Reaction SMILES: [NH:1]([C:29]([O:31]CC1C=CC=CC=1)=O)[C@H:2]([C:8]([NH:10][C@H:11]([C:18]([N:20]1[CH2:28][CH2:27][CH2:26][CH2:25][C@H:21]1[C:22]([NH2:24])=[O:23])=[O:19])[CH2:12][C:13]1[N:17]=[CH:16][NH:15][CH:14]=1)=[O:9])[CH2:3][CH2:4]C(=O)N>C(O)(=O)C.[Pd]>[NH:1]1[C:29](=[O:31])[CH2:4][CH2:3][C@H:2]1[C:8]([NH:10][C@H:11]([C:18]([N:20]1[CH2:28][CH2:27][CH2:26][CH2:25][C@H:21]1[C:22]([NH2:24])=[O:23])=[O:19])[CH2:12][C:13]1[N:17]=[CH:16][NH:15][CH:14]=1)=[O:9]. Procedure details: 2.1 g (4 mmoles) of Z-Gln-His-HPro-NH2 are dissolved in 40 ml of acetic acid, 0.4 g of a 10% palladium-on-carbon catalyst are added, and hydrogen is bubbled through the mixture for one hour. The catalyst is filtered off, the filtrate is heated to 60°-70° C., maintained at this temperature for 30 minutes, and then evaporated in vacuo. The resulting crude product is subjected to ion exchange and purified as described in Step 5 of Example 15. 618 mg (56%) of Glp-His-HPro-NH2 are obtained; Rf4 =0.08...